Dataset: the Open Reaction Database (ORD), a public repository of structured organic reaction records. Task: describe an organic reaction: reactants, conditions, products, and yield Reactants: O (water), Cl.NCCN1N=NN=C1SC1=C(C=C(C=C1)[N+](=O)[O-])[N+](=O)[O-] (1-(2-aminoethyl)-5-(2,4-dinitrophenylthio)tetrazole hydrochloride), C([O-])(O)=O.[Na+] (sodium bicarbonate), [O-]C#N.[K+] (potassium cyanate). The solvent is C(C)(=O)O (acetic acid). Product: [N+](=O)([O-])C1=C(C=CC(=C1)[N+](=O)[O-])SC1=NN=NN1CCNC(=O)N (5-(2,4-dinitrophenylthio)-1-(2-ureidoethyl)tetrazole), ( d ). RXN SMILES: C(=O)(O)[O-].[Na+].[O-:6][C:7]#[N:8].[K+].O.Cl.[NH2:12][CH2:13][CH2:14][N:15]1[C:19]([S:20][C:21]2[CH:26]=[CH:25][C:24]([N+:27]([O-:29])=[O:28])=[CH:23][C:22]=2[N+:30]([O-:32])=[O:31])=[N:18][N:17]=[N:16]1>C(O)(=O)C>[N+:30]([C:22]1[CH:23]=[C:24]([N+:27]([O-:29])=[O:28])[CH:25]=[CH:26][C:21]=1[S:20][C:19]1[N:15]([CH2:14][CH2:13][NH:12][C:7]([NH2:8])=[O:6])[N:16]=[N:17][N:18]=1)([O-:32])=[O:31] |f:0.1,2.3,5.6|. Procedure details: To a solution of 0.84 g. (0.010 mol.) of sodium bicarbonate and 0.81 g. (0.010 mol.) of potassium cyanate in 35 ml. of water containing 2.5 ml. of glacial acetic acid was added 3.15 g. (0.010 mol.) of 1-(2-aminoethyl)-5-(2,4-dinitrophenylthio)tetrazole hydrochloride. The mixture was refluxed for 2.5 hours, then it was filtered and the solid product was washed with water and recrystallized from methanol-acetone to give 5-(2,4-dinitrophenylthio)-1-(2-ureidoethyl)tetrazole, m.p. 190°-191° (d). Reactants: C1(=CC=CC=C1)\C=N\C=1NC=CN1 (N-[(1E)-phenylmethylidene]-1H-imidazol-2-amine), CC(C)(C)[O-].[K+] (KOt-Bu), ICCC (1-iodopropane). The solvent is CN(C)C=O (DMF), O (water). Run at time 3.5 hour. The product is C1(=CC=CC=C1)\C=N\C=1N(C=CN1)CCC (N-[(1E)-phenylmethylidene]-1-propyl-1H-imidazol-2-amine). The yield is 89.9%. RXN SMILES: [C:1]1(/[CH:7]=[N:8]/[C:9]2[NH:10][CH:11]=[CH:12][N:13]=2)[CH:6]=[CH:5][CH:4]=[CH:3][CH:2]=1.[CH3:14][C:15]([O-])(C)[CH3:16].[K+].ICCC>CN(C=O)C.O>[C:1]1(/[CH:7]=[N:8]/[C:9]2[N:13]([CH2:14][CH2:15][CH3:16])[CH:12]=[CH:11][N:10]=2)[CH:2]=[CH:3][CH:4]=[CH:5][CH:6]=1 |f:1.2|. Reported procedure: To a solution of N-[(1E)-phenylmethylidene]-1H-imidazol-2-amine (1.00 g, 5.84 mmol) in DMF (20 mL) was added KOt-Bu (0.80 g, 7.13 mmol) and 1-iodopropane (0.63 mL, 6.46 mmol). After 3.5 h, the reaction was diluted with water (50 mL) and extracted with EtOAc (3×50 mL). The combined organic layers were washed with brine, dried over Na2SO4, decanted, and concentrated. The crude product was purified by column chromatography (Biotage, 40M) with heptanes/EtOAc (2:1) to give 1.12 g (90%) of yellow liqu... The solvent is C(C)O (ethanol). RXN SMILES: [CH2:1]([O:4][C:5]1[CH:10]=[CH:9][C:8]([C:11](=[O:19])[CH2:12][C:13](=[O:18])[C:14]([CH3:17])([CH3:16])[CH3:15])=[CH:7][C:6]=1[O:20][CH3:21])[CH:2]=[CH2:3].[H][H].CCCCCC.C(OCC)(=O)C>C(O)C.[Pd]>[CH3:21][O:20][C:6]1[CH:7]=[C:8]([C:11](=[O:19])[CH2:12][C:13](=[O:18])[C:14]([CH3:17])([CH3:16])[CH3:15])[CH:9]=[CH:10][C:5]=1[O:4][CH2:1][CH2:2][CH3:3] |f:2.3|. Reagents/catalysts: [Pd] (palladium/carbon). Starting materials: [H][H] (hydrogen), CCCCCC.C(C)(=O)OCC (hexane ethyl acetate), C(C=C)OC1=C(C=C(C=C1)C(CC(C(C)(C)C)=O)=O)OC (1-(4-allyloxy-3-methoxyphenyl)- 4,4-dimethylpentane-1,3-dione). Reaction conditions: time 2 hour. Product: COC=1C=C(C=CC1OCCC)C(CC(C(C)(C)C)=O)=O (1-(3-methoxy-4-propoxyphenyl)-4,4-dimethylpentane-1,3-dione). Procedure: Into a 50 ml egg plant type flask equipped with a magnetic stirrer, a dropping funnel, a reflux condenser, and a nitogen-inlet tube, were charged 250 mg of 5% palladium/carbon and 5.0 gm (24 mmol) of 1-(4-allyloxy-3-methoxyphenyl)- 4,4-dimethylpentane-1,3-dione which had been dispersed in 25 ml of ethanol. After completely replacing the reaction atmosphere by hydrogen, the mixture was stirred for 2 hours at room temperature. Palladium/carbon was removed by filtration and the solvent was evaporat... Yield: 57.0%. The reactants are ice water, [Na] (sodium), CN(CCO)C (2-dimethylaminoethanol), ClC1=NC2=CC=CC=C2C2=C1C(C1=CC3=C(C=C12)OCO3)=O (6-chloro-9,10-methylenedioxy-7H-indeno[2,1-c]quinoline-7-on). Conditions: temperature 60 celsius. Product: CN(CCOC1=NC2=CC=CC=C2C2=C1C(C1=CC3=C(C=C12)OCO3)=O)C (6-(2-dimethylaminoethoxy)-9,10-methylenedioxy-7H-indeno[2,1-c]quinoline-7-on). Isolated yield 68.1%. As a reaction SMILES: [Na].[CH3:2][N:3]([CH3:7])[CH2:4][CH2:5][OH:6].Cl[C:9]1[C:18]2[C:19](=[O:29])[C:20]3[C:25]([C:17]=2[C:16]2[C:11](=[CH:12][CH:13]=[CH:14][CH:15]=2)[N:10]=1)=[CH:24][C:23]1[O:26][CH2:27][O:28][C:22]=1[CH:21]=3>>[CH3:2][N:3]([CH3:7])[CH2:4][CH2:5][O:6][C:9]1[C:18]2[C:19](=[O:29])[C:20]3[C:25]([C:17]=2[C:16]2[C:11](=[CH:12][CH:13]=[CH:14][CH:15]=2)[N:10]=1)=[CH:24][C:23]1[O:26][CH2:27][O:28][C:22]=1[CH:21]=3 |^1:0|. Reported procedure: To a solution prepared with sodium (1.78 g, 77.4 mmol) and 2-dimethylaminoethanol (80 ml, 796 mmol) was added 6-chloro-9,10-methylenedioxy-7H-indeno[2,1-c]quinoline-7-on (8 g, 25.8 mmol) obtained in reference example 2, and the mixture was stirred with heat at 60° C. for 24 hours. The reaction mixture was poured into ice water and extracted with chloroform. The chloroform layer was dried over magnesium sulfate and evaporated. The residue was purified by silica gel column chromatography (eluent; ... The reactants are BrC=1C=C(C=C(C(=O)OC)C1)C(=O)OC (dimethyl 5-bromoisophthalate), CC=1C=CC(=C(C#N)C1)B1OC(C(O1)(C)C)(C)C (5-methyl-2-(4,4,5,5-tetramethyl-1,3,2-dioxaborolan-2-yl)benzonitrile), C1(=CC=CC=C1)C (toluene), C([O-])([O-])=O.[Cs+].[Cs+] (cesium carbonate). Reagents/catalysts: [Pd].C1(=CC=CC=C1)P(C1=CC=CC=C1)C1=CC=CC=C1.C1(=CC=CC=C1)P(C1=CC=CC=C1)C1=CC=CC=C1.C1(=CC=CC=C1)P(C1=CC=CC=C1)C1=CC=CC=C1.C1(=CC=CC=C1)P(C1=CC=CC=C1)C1=CC=CC=C1 (tetrakis(triphenylphosphine)-palladium(0)). Solvent: O (water), C(C)O (ethanol), CCOC(=O)C (EtOAc). Conditions: temperature 90 celsius. Product: C(#N)C1=C(C=CC(=C1)C)C1=CC(=CC(=C1)C(=O)OC)C(=O)OC (Dimethyl 2′-cyano-4′-methylbiphenyl-3,5-dicarboxylate). RXN SMILES: Br[C:2]1[CH:3]=[C:4]([C:12]([O:14][CH3:15])=[O:13])[CH:5]=[C:6]([CH:11]=1)[C:7]([O:9][CH3:10])=[O:8].[CH3:16][C:17]1[CH:18]=[CH:19][C:20](B2OC(C)(C)C(C)(C)O2)=[C:21]([CH:24]=1)[C:22]#[N:23].C1(C)C=CC=CC=1.C(=O)([O-])[O-].[Cs+].[Cs+]>CCOC(C)=O.[Pd].C1(P(C2C=CC=CC=2)C2C=CC=CC=2)C=CC=CC=1.C1(P(C2C=CC=CC=2)C2C=CC=CC=2)C=CC=CC=1.C1(P(C2C=CC=CC=2)C2C=CC=CC=2)C=CC=CC=1.C1(P(C2C=CC=CC=2)C2C=CC=CC=2)C=CC=CC=1.O.C(O)C>[C:22]([C:21]1[CH:24]=[C:17]([CH3:16])[CH:18]=[CH:19][C:20]=1[C:2]1[CH:3]=[C:4]([C:12]([O:14][CH3:15])=[O:13])[CH:5]=[C:6]([C:7]([O:9][CH3:10])=[O:8])[CH:11]=1)#[N:23] |f:3.4.5,7.8.9.10.11|. Reported procedure: A Parr pressure reactor was charged with dimethyl 5-bromoisophthalate (1.3 g, 4.8 mmol), 5-methyl-2-(4,4,5,5-tetramethyl-1,3,2-dioxaborolan-2-yl)benzonitrile (2.0 g, 5.9 mmol), toluene (25 mL), ethanol (5 mL), cesium carbonate (1.7 g, 5.2 mmol), and water (2.5 mL). The mixture was degassed and purged with nitrogen several times before tetrakis(triphenylphosphine)-palladium(0) (280 mg, 0.24 mmol) was added. The tube was sealed and the mixture was heated at 90° C. overnight. After cooling, the mix... The reactants are CC1=C(C=CC=C1)NC1=C(C=NC=2N1N=CC2C(=O)O)C(=O)N2CCC(CC2)C2=CC=CC=C2 (7-(2-Methylphenylamino)-6-(4-phenylpiperidine-1-carbonyl)pyrazolo[1,5-a]pyrimidine-3-carboxylic acid), C1(CC1)S(=O)(=O)N (cyclopropanesulfonamide). Yields the product CC1=C(C=CC=C1)NC1=C(C=NC=2N1N=CC2C(=O)NS(=O)(=O)C2CC2)C(=O)N2CCC(CC2)C2=CC=CC=C2 (N-[7-(2-Methylphenylamino)-6-(4-phenylpiperidine-1-carbonyl)pyrazolo[1,5-a]pyrimidine-3-carbonyl]cyclopropanesulfonamide). Yield: 62.4%. As a reaction SMILES: [CH3:1][C:2]1[CH:7]=[CH:6][CH:5]=[CH:4][C:3]=1[NH:8][C:9]1[N:14]2[N:15]=[CH:16][C:17]([C:18](O)=[O:19])=[C:13]2[N:12]=[CH:11][C:10]=1[C:21]([N:23]1[CH2:28][CH2:27][CH:26]([C:29]2[CH:34]=[CH:33][CH:32]=[CH:31][CH:30]=2)[CH2:25][CH2:24]1)=[O:22].[CH:35]1([S:38]([NH2:41])(=[O:40])=[O:39])[CH2:37][CH2:36]1>>[CH3:1][C:2]1[CH:7]=[CH:6][CH:5]=[CH:4][C:3]=1[NH:8][C:9]1[N:14]2[N:15]=[CH:16][C:17]([C:18]([NH:41][S:38]([CH:35]3[CH2:37][CH2:36]3)(=[O:40])=[O:39])=[O:19])=[C:13]2[N:12]=[CH:11][C:10]=1[C:21]([N:23]1[CH2:28][CH2:27][CH:26]([C:29]2[CH:34]=[CH:33][CH:32]=[CH:31][CH:30]=2)[CH2:25][CH2:24]1)=[O:22]. Procedure: In the same manner as in Example 1, step 6 and using 7-(2-methylphenylamino)-6-(4-phenylpiperidine-1-carbonyl)pyrazolo[1,5-a]pyrimidine-3-carboxylic acid (0.30 g, 0.66 mmol) obtained in Example 39, step 2 and cyclopropanesulfonamide (0.40 g, 3.3 mmol), the title compound (0.23 g, 63%) was obtained.